The task is: describe an organic reaction: reactants, conditions, products, and yield. This data is from the Open Reaction Database (ORD), a public repository of structured organic reaction records. Starting materials: C(C=C)OS(=O)(=O)C (mesyl allyl ether), C([O-])([O-])=O.[K+].[K+] (Potassium carbonate), C(C=C)OS(=O)(=O)C (mesyl allyl ether), O1COC2=C1C=CC(=C2)C2CC1OC=3C(C2C)(C=C(C(C3)=O)O)C1 (4-(1,3-benzodioxol-5-yl )-2,3,4,5-tetrahydro-7-hydroxy-5-methyl-8H-2,5a-methano-1-benzoxepin-8-one). Run in CN(C)C=O (DMF), C(Cl)Cl (methylene chloride). Conditions: time 8 hour. Product: O1COC2=C1C=CC(=C2)C2CC1OC=3C(C2C)(C(=C(C(C3)=O)O)CC=C)C1 (4-(1,3-benzodioxol-5-yl)-2,3,4,5-tetrahydro-6-allyl-7-hydroxy-5-methyl-8H-2,5a-methano-1-benzoxepin-8-one). Reaction SMILES: C(=O)([O-])[O-].[K+].[K+].[CH2:7](OS(C)(=O)=O)[CH:8]=[CH2:9].[O:15]1[C:19]2[CH:20]=[CH:21][C:22]([CH:24]3[CH:30]([CH3:31])[C:29]45[CH2:38][CH:26]([O:27][C:28]4=[CH:35][C:34](=[O:36])[C:33]([OH:37])=[CH:32]5)[CH2:25]3)=[CH:23][C:18]=2[O:17][CH2:16]1>CN(C=O)C.C(Cl)Cl>[O:15]1[C:19]2[CH:20]=[CH:21][C:22]([CH:24]3[CH:30]([CH3:31])[C:29]45[CH2:38][CH:26]([O:27][C:28]4=[CH:35][C:34](=[O:36])[C:33]([OH:37])=[C:32]5[CH2:9][CH:8]=[CH2:7])[CH2:25]3)=[CH:23][C:18]=2[O:17][CH2:16]1 |f:0.1.2|. Reported procedure: Potassium carbonate (172.7 mg, 1.25 mmol) and mesyl allyl ether (113 mg, 0.83 mmol) are added to a stirred solution of 4-(1,3-benzodioxol-5-yl)-2,3,4,5-tetrahydro-7-hydroxy-5-methyl-8H-2,5a-methano-1-benzoxepin-8-one (109, as prepared in Example 54) in DMF (4 ml). The reaction is stirred at room temperature overnight, after which time TLC still shows unreacted starting material present. An additional 50 μl mesyl allyl ether is then added to the reaction and the reaction is then starred for anoth... Starting materials: [OH-].[K+] (potassium hydroxide), O (water), CO (methanol), C(CCCCCCCC=C)OC1=CC=C(C(=O)OC)C=C1 (methyl 4-(9-decenyloxy)benzoate), ice. Solvent: C(C)OCC (diethyl ether). Yields the product C(CCCCCCCC=C)OC1=CC=C(C(=O)O)C=C1 (4-(9-decenyloxy)benzoic acid). The yield is 43.3%. RXN SMILES: [CH2:1]([O:11][C:12]1[CH:21]=[CH:20][C:15]([C:16]([O:18]C)=[O:17])=[CH:14][CH:13]=1)[CH2:2][CH2:3][CH2:4][CH2:5][CH2:6][CH2:7][CH2:8][CH:9]=[CH2:10].[OH-].[K+].O.CO>C(OCC)C>[CH2:1]([O:11][C:12]1[CH:13]=[CH:14][C:15]([C:16]([OH:18])=[O:17])=[CH:20][CH:21]=1)[CH2:2][CH2:3][CH2:4][CH2:5][CH2:6][CH2:7][CH2:8][CH:9]=[CH2:10] |f:1.2|. Procedure details: A mixture of 17 g of methyl 4-(9-decenyloxy)benzoate. 17 g of potassium hydroxide, 20 ml of water and 200 ml of methanol was heated to 75° C. on an oil bath for 4 hours. The cooled mixture was treated with 100 ml of ice-cold 3N hydrochloric acid and the liberated acid was taken up in 150 ml of diethyl ether. The separated aqueous phase was back-extracted twice with 100 ml of diethyl ether each time. The combined organic phases were washed with 50 ml of 2N sodium carbonate solution and several ti... Starting materials: C(C1=CC=CC=C1)OC(=O)NCCC1=C2C(=C(N(C2=CC=C1)CCC(=O)OC)C)CN1C=NC=C1 (methyl 4-(2-benzyloxycarbonylaminoethyl)-3-(1H-imidazol-1-ylmethyl)-2-methyl-1H-indole-1-propanoate). Reagents/catalysts: [Pd] (palladium on carbon). Run in O1CCCC1 (tetrahydrofuran). The product is NCCC1=C2C(=C(N(C2=CC=C1)CCC(=O)OC)C)CN1C=NC=C1 (Methyl 4-(2-aminoethyl)-3-(1H-imidazol-1-ylmethyl)-2-methyl-1H-indole-1-propanoate). The yield is 55.8%. RXN SMILES: C(OC([NH:11][CH2:12][CH2:13][C:14]1[CH:22]=[CH:21][CH:20]=[C:19]2[C:15]=1[C:16]([CH2:30][N:31]1[CH:35]=[CH:34][N:33]=[CH:32]1)=[C:17]([CH3:29])[N:18]2[CH2:23][CH2:24][C:25]([O:27][CH3:28])=[O:26])=O)C1C=CC=CC=1>O1CCCC1.[Pd]>[NH2:11][CH2:12][CH2:13][C:14]1[CH:22]=[CH:21][CH:20]=[C:19]2[C:15]=1[C:16]([CH2:30][N:31]1[CH:35]=[CH:34][N:33]=[CH:32]1)=[C:17]([CH3:29])[N:18]2[CH2:23][CH2:24][C:25]([O:27][CH3:28])=[O:26]. Procedure: Hydrogenation of methyl 4-(2-benzyloxycarbonylaminoethyl)-3-(1H-imidazol-1-ylmethyl)-2-methyl-1H-indole-1-propanoate (0.50 g) in tetrahydrofuran (20 ml) in the presence of 10% palladium on carbon (100 mg+a further 50 mg quantities after 24 and 48hours) for 72 hours, followed by work up as described for Preparation 32 gave the title compound as a gum (0.20 g), Rf. 0.15(SS3). δ(CDCl3): 1.70(2H,br), 2.47(3H,s), 2.81(2H,t), 2.88(4H,s), 3.70(3H,s), 4.48(2H,t), 5.37(2H,s), 6.86(1H,s), 6.95(1H,d), 7.04... Reactants: C(C)(=O)NC1=C2CCC(CC2=CC=C1)=O (5-acetylamino-2-tetralone), Cl.C1(=CC=CC=C1)[C@@H](C)N ((R)-1-phenylethylamine-hydrochloride), C(#N)[BH3-].[Na+] (sodium cyanoborohydride). The product is C(C)(=O)NC1=C2CCC(CC2=CC=C1)NC(C)C1=CC=CC=C1 (5-Acetylamino-2-(1-phenylethylamino)-tetraline). The solvent is CO (methanol). Procedure: Starting from 16.24 g (0.08 mol) of 5-acetylamino-2-tetralone, 240 ml of methanol, 19.0 g (0.12 mol) of (R)-1-phenylethylamine-hydrochloride and 6.0 g (0.096 mol) of sodium cyanoborohydride, the title compound is obtained analogously to Example 4.1.11 and is crystallised from 75 ml of toluene. Yield 18.5 g (74.9% of theory), melting point 158° C. It consists of approximately equal parts of the (R/R)- and (S/R)-diastereoisomers. RXN SMILES: [C:1]([NH:4][C:5]1[CH:14]=[CH:13][CH:12]=[C:11]2[C:6]=1[CH2:7][CH2:8][C:9](=O)[CH2:10]2)(=[O:3])[CH3:2].Cl.[C:17]1([C@H:23]([NH2:25])[CH3:24])[CH:22]=[CH:21][CH:20]=[CH:19][CH:18]=1.C([BH3-])#N.[Na+]>CO>[C:1]([NH:4][C:5]1[CH:14]=[CH:13][CH:12]=[C:11]2[C:6]=1[CH2:7][CH2:8][CH:9]([NH:25][CH:23]([C:17]1[CH:22]=[CH:21][CH:20]=[CH:19][CH:18]=1)[CH3:24])[CH2:10]2)(=[O:3])[CH3:2] |f:1.2,3.4|. Reactants: CCC(=O)O, O=[N+]([O-])O, Oc1ccnc2cc(-c3ccccc3)ccc12. Product: O=[N+]([O-])c1cnc2cc(-c3ccccc3)ccc2c1O. Reaction SMILES: [CH3:22][CH2:23][C:24](=[O:25])[OH:26].[OH:18][N+:19]([O-:20])=[O:21].[c:1]1(-[c:7]2[cH:8][cH:9][c:10]3[c:11]([OH:17])[cH:12][cH:13][n:14][c:15]3[cH:16]2)[cH:2][cH:3][cH:4][cH:5][cH:6]1>>[c:1]1(-[c:7]2[cH:8][cH:9][c:10]3[c:11]([OH:17])[c:12]([N+:19](=[O:18])[O-:20])[cH:13][n:14][c:15]3[cH:16]2)[cH:2][cH:3][cH:4][cH:5][cH:6]1. Starting materials: C(=O)(C(=O)Cl)Cl ((COCl)2), OCC=1C=C2N=C(C(NC2=CC1)=O)C=1SC=CC1 (6-Hydroxymethyl-3-thiophen-2-yl-1H-quinoxalin-2-one). Solvent: CS(=O)C (DMSO). The product is N1(CCCCC1)CC=1C=C2N=C(C(NC2=CC1)=O)C=1SC=CC1 (6-Piperidin-1-ylmethyl-3-thiophen-2-yl-1H-quinoxalin-2-one), O=C1NC2=CC=C(C=C2N=C1C=1SC=CC1)C=O (2-Oxo-3-thiophen-2-yl-1,2-dihydro-quinoxaline-6-carbaldehyde). Reaction SMILES: [C:1](Cl)([C:3](Cl)=O)=O.[OH:7][CH2:8][C:9]1[CH:10]=[C:11]2[C:16](=[CH:17][CH:18]=1)[NH:15][C:14](=[O:19])[C:13]([C:20]1[S:21][CH:22]=[CH:23][CH:24]=1)=[N:12]2>CS(C)=O>[N:12]1([CH2:8][C:9]2[CH:10]=[C:11]3[C:16](=[CH:17][CH:18]=2)[NH:15][C:14](=[O:19])[C:13]([C:20]2[S:21][CH:22]=[CH:23][CH:24]=2)=[N:12]3)[CH2:3][CH2:1][CH2:9][CH2:10][CH2:11]1.[O:19]=[C:14]1[C:13]([C:20]2[S:21][CH:22]=[CH:23][CH:24]=2)=[N:12][C:11]2[C:16](=[CH:17][CH:18]=[C:9]([CH:8]=[O:7])[CH:10]=2)[NH:15]1. Reported procedure: The quinoxalin-2-one of the present example is prepared first via Swern oxidation with DMSO and (COCl)2 of 6-Hydroxymethyl-3-thiophen-2-yl-1H-quinoxalin-2-one to form 2-Oxo-3-thiophen-2-yl-1,2-dihydro-quinoxaline-6-carbaldehyde. The 6-carboxaldehyde compound then undergoes reductive amination with piperidine in acetonitrile in the presence of NaCNBH3 and acetic acid to afford, after an aqueous workup and purification, 6-Piperidin-1-ylmethyl-3-thiophen-2-yl-1H-quinoxalin-2-one. Starting materials: CN(c1ccc(N)cn1)C1CC1, CCCc1nc(-c2ccccc2Cl)oc1C(=O)ON1C(=O)CCC1=O. Yields the product CCCc1nc(-c2ccccc2Cl)oc1C(=O)Nc1ccc(N(C)C2CC2)nc1. RXN SMILES: [CH:26]1([N:29]([c:30]2[n:31][cH:32][c:33]([NH2:36])[cH:34][cH:35]2)[CH3:37])[CH2:27][CH2:28]1.[O:1]=[C:2]1[CH2:3][CH2:4][C:5](=[O:6])[N:7]1[O:8][C:9](=[O:10])[c:11]1[c:12]([CH2:23][CH2:24][CH3:25])[n:13][c:14](-[c:16]2[c:17]([Cl:22])[cH:18][cH:19][cH:20][cH:21]2)[o:15]1>>[C:9](=[O:10])([c:11]1[c:12]([CH2:23][CH2:24][CH3:25])[n:13][c:14](-[c:16]2[c:17]([Cl:22])[cH:18][cH:19][cH:20][cH:21]2)[o:15]1)[NH:36][c:33]1[cH:32][n:31][c:30]([N:29]([CH:26]2[CH2:27][CH2:28]2)[CH3:37])[cH:35][cH:34]1.